Task: describe an organic reaction: reactants, conditions, products, and yield. Dataset: the Open Reaction Database (ORD), a public repository of structured organic reaction records Starting materials: [Li+].[OH-] (LiOH), C(#N)C=1C=C(CC2CCC=3NC(=CC32)C(=O)OC)C=CC1 (Methyl 4-(3-cyanobenzyl)-1,4,5,6-tetrahydrocyclopenta[b]pyrrole-2-carboxylate). Solvent: O (H2O), CO (MeOH), C1CCOC1 (THF). Run at temperature 40 celsius, time 16 hour. Yields the product C(N)(=O)C=1C=C(CC2CCC=3NC(=CC32)C(=O)O)C=CC1 (4-(3-carbamoylbenzyl)-1,4,5,6-tetrahydrocyclopenta[b]pyrrole-2-carboxylic acid), C(#N)C=1C=C(CC2CCC=3NC(=CC32)C(=O)O)C=CC1 (4-(3-cyanobenzyl)-1,4,5,6-tetrahydrocyclopenta[b]pyrrole-2-carboxylic acid). Reaction SMILES: [C:1]([C:3]1[CH:4]=[C:5]([CH:19]=[CH:20][CH:21]=1)[CH2:6][CH:7]1[C:14]2[CH:13]=[C:12]([C:15]([O:17]C)=[O:16])[NH:11][C:10]=2[CH2:9][CH2:8]1)#[N:2].[Li+].[OH-:23]>C1COCC1.CO.O>[C:1]([C:3]1[CH:4]=[C:5]([CH:19]=[CH:20][CH:21]=1)[CH2:6][CH:7]1[C:14]2[CH:13]=[C:12]([C:15]([OH:17])=[O:16])[NH:11][C:10]=2[CH2:9][CH2:8]1)(=[O:23])[NH2:2].[C:1]([C:3]1[CH:4]=[C:5]([CH:19]=[CH:20][CH:21]=1)[CH2:6][CH:7]1[C:14]2[CH:13]=[C:12]([C:15]([OH:17])=[O:16])[NH:11][C:10]=2[CH2:9][CH2:8]1)#[N:2] |f:1.2|. Reported procedure: Methyl 4-(3-cyanobenzyl)-1,4,5,6-tetrahydrocyclopenta[b]pyrrole-2-carboxylate (0.065 g, 0.23 mmol) was dissolved in THF (1 mL) and MeOH (1 mL). Then LiOH (0.097 g, 2.31 mmol) in H2O (1 mL) was added and the reaction stirred at 40° C. for 16 h. The solvent was removed under reduced pressure, and the residue re-dissolved in about 5 mL H2O and acidified to pH 2-3 with 1 N HCl. The product was filtered off, and then dissolved in DMSO (about 15 mg/mL) and purified by reverse phase HPLC, eluting with ... Reactants: FC1=CC=C(C=C1)CCO (4-Fluorobenzeneethanol), BrCCCCCBr (1,5-dibromopentane), [OH-].[Na+] (NaOH). Reagents/catalysts: S(=O)(=O)(O)[O-].C(CCC)[N+](CCCC)(CCCC)CCCC (tetra-n-butylammonium hydrogen sulphate). Run in O (H2O). The product is BrCCCCCOCCC1=CC=C(C=C1)F (1-[2-[(5-Bromopentyl)oxy]ethyl]-4-fluorobenzene). As a reaction SMILES: [F:1][C:2]1[CH:7]=[CH:6][C:5]([CH2:8][CH2:9][OH:10])=[CH:4][CH:3]=1.[Br:11][CH2:12][CH2:13][CH2:14][CH2:15][CH2:16]Br.[OH-].[Na+]>S([O-])(O)(=O)=O.C([N+](CCCC)(CCCC)CCCC)CCC.O>[Br:11][CH2:12][CH2:13][CH2:14][CH2:15][CH2:16][O:10][CH2:9][CH2:8][C:5]1[CH:6]=[CH:7][C:2]([F:1])=[CH:3][CH:4]=1 |f:2.3,4.5|. Reported procedure: 4-Fluorobenzeneethanol (10.0 g), 1,5-dibromopentane (29 ml), tetra-n-butylammonium hydrogen sulphate (3.2 g, 9 mmol), and aqueous 12.5 M NaOH (109 ml) were stirred vigorously at RT overnight. The mixture was diluted with H2O (400 ml), extracted with ER (3×200 ml), and the combined organic extracts were evaporated. The residual oil was purified by [FCS] eluting with CX-ER (100:0→100:6), to give the title compound as a colourless oil (14.37 g). T.l.c. (ER-CX, 19:1) Rf 0.22. The reactants are NC1=CC(=C(C(=O)N[C@H]2CN(CC2)C)C=C1F)F (4-amino-2,5-difluoro-N-[(3R)-1-methylpyrrolidin-3-yl]benzamide), N1(CCCC1)CCN (2-pyrrolidin-1-ylethanamine), solid. Yields the product NC1=CC(=C(C(=O)NCCN2CCCC2)C=C1F)F (4-amino-2,5-difluoro-N-(2-pyrrolidin-1-ylethyl)benzamide). Reaction SMILES: [NH2:1][C:2]1[C:16]([F:17])=[CH:15][C:5]([C:6]([NH:8][C@@H:9]2[CH2:13][CH2:12][N:11]([CH3:14])[CH2:10]2)=[O:7])=[C:4]([F:18])[CH:3]=1.N1(CCN)CCC[CH2:20]1>>[NH2:1][C:2]1[C:16]([F:17])=[CH:15][C:5]([C:6]([NH:8][CH2:9][CH2:10][N:11]2[CH2:14][CH2:20][CH2:13][CH2:12]2)=[O:7])=[C:4]([F:18])[CH:3]=1. Procedure: The title compound was prepared by an analogous method to the preparation of Intermediate 229, on a 5.77 mmol scale utilising 2-pyrrolidin-1-ylethanamine (Aldrich; 725 mg, 6.35 mmol), as a beige solid (648 mg, 42%) Starting materials: C1CCOC1, [Li]CCCC, Cn1ccnc1, [Li]C(C)CC, CC[Si](Cl)(CC)CC, N#Cc1ccc(C=O)cc1F. Product: Cn1cncc1C(O)c1ccc(C#N)c(F)c1. As a reaction SMILES: [CH2:36]1[O:37][CH2:38][CH2:39][CH2:40]1.[CH2:7]([Li:8])[CH2:9][CH2:10][CH3:11].[CH3:1][n:2]1[cH:3][n:4][cH:5][cH:6]1.[CH:20]([Li:21])([CH2:22][CH3:23])[CH3:24].[Cl:12][Si:13]([CH2:14][CH3:15])([CH2:16][CH3:17])[CH2:18][CH3:19].[F:25][c:26]1[c:27]([C:28]#[N:29])[cH:30][cH:31][c:32]([CH:34]=[O:35])[cH:33]1>>[CH3:1][n:2]1[cH:3][n:4][cH:5][c:6]1[CH:34]([c:32]1[cH:31][cH:30][c:27]([C:28]#[N:29])[c:26]([F:25])[cH:33]1)[OH:35]. The reactants are CO, Cn1nccc1-c1cc(C(=O)NC(Cc2ccccc2C(F)(F)F)CN2C(=O)c3ccccc3C2=O)oc1Cl, NN, C1CCOC1. Yields the product Cn1nccc1-c1cc(C(=O)NC(CN)Cc2ccccc2C(F)(F)F)oc1Cl. As a reaction SMILES: [CH3:47][OH:48].[Cl:1][c:2]1[c:3](-[c:34]2[cH:35][cH:36][n:37][n:38]2[CH3:39])[cH:4][c:5]([C:7](=[O:8])[NH:9][CH:10]([CH2:11][N:12]2[C:13](=[O:14])[c:15]3[c:16]([cH:17][cH:18][cH:19][cH:20]3)[C:21]2=[O:22])[CH2:23][c:24]2[c:25]([C:30]([F:31])([F:32])[F:33])[cH:26][cH:27][cH:28][cH:29]2)[o:6]1.[NH2:40][NH2:41].[O:42]1[CH2:43][CH2:44][CH2:45][CH2:46]1>>[Cl:1][c:2]1[c:3](-[c:34]2[cH:35][cH:36][n:37][n:38]2[CH3:39])[cH:4][c:5]([C:7](=[O:8])[NH:9][CH:10]([CH2:11][NH2:12])[CH2:23][c:24]2[c:25]([C:30]([F:31])([F:32])[F:33])[cH:26][cH:27][cH:28][cH:29]2)[o:6]1. Reactants: C(C)(C)(C)OC(NC1=C(C=C(C(=C1)N1CCOCC1)C#N)N)=O ((2-amino-4-cyano-5-morpholin-4-yl-phenyl)-carbamic acid tert-butyl ester), C(C)(C)(C)OC(CC(=O)C1=CC(=CC=C1)C1=CC(=NO1)C)=O (3-[3-(3-methyl-isoxazol-5-yl)-phenyl]-3-oxo-propionic acid tert-butyl ester). Product: C(C)(C)(C)OC(NC1=C(C=C(C(=C1)N1CCOCC1)C#N)NC(CC(=O)C1=CC(=CC=C1)C1=CC(=NO1)C)=O)=O ((4-Cyano-2-{3-[3-(3-methyl-isoxazol-5-yl)-phenyl]-3-oxo-propionylamino}-5-morpholin-4-yl-phenyl)-carbamic Acid tert-Butyl Ester), foam. Yield: 73.0%. RXN SMILES: [C:1]([O:5][C:6](=[O:23])[NH:7][C:8]1[CH:13]=[C:12]([N:14]2[CH2:19][CH2:18][O:17][CH2:16][CH2:15]2)[C:11]([C:20]#[N:21])=[CH:10][C:9]=1[NH2:22])([CH3:4])([CH3:3])[CH3:2].C([O:28][C:29](=O)[CH2:30][C:31]([C:33]1[CH:38]=[CH:37][CH:36]=[C:35]([C:39]2[O:43][N:42]=[C:41]([CH3:44])[CH:40]=2)[CH:34]=1)=[O:32])(C)(C)C>>[C:1]([O:5][C:6](=[O:23])[NH:7][C:8]1[CH:13]=[C:12]([N:14]2[CH2:15][CH2:16][O:17][CH2:18][CH2:19]2)[C:11]([C:20]#[N:21])=[CH:10][C:9]=1[NH:22][C:29](=[O:28])[CH2:30][C:31]([C:33]1[CH:38]=[CH:37][CH:36]=[C:35]([C:39]2[O:43][N:42]=[C:41]([CH3:44])[CH:40]=2)[CH:34]=1)=[O:32])([CH3:4])([CH3:2])[CH3:3]. Reported procedure: The title compound was prepared from (2-amino-4-cyano-5-morpholin-4-yl-phenyl)-carbamic acid tert-butyl ester (Example J12) (318 mg, 1.0 mmol) and 3-[3-(3-methyl-isoxazol-5-yl)-phenyl]-3-oxo-propionic acid tert-butyl ester (Example K4) (301 mg, 1.0 mmol) according to the general procedure M. Obtained as a light brown foam (400 mg, 73%). As a reaction SMILES: C1(C[C@H]2[C@H](C[C@H](C=O)C(C)C)OC(C)(C)N2[C:22]([O:24][C:25]([CH3:28])([CH3:27])[CH3:26])=[O:23])CCCCC1.[I-].N1C=CC=CC=1C[P+](C1C=CC=CC=1)(C1C=CC=CC=1)C1C=CC=CC=1.Cl.[NH2:57][C@H:58]([C@@H:66]([OH:80])[CH2:67][C@@H:68]([CH:77]([CH3:79])[CH3:78])[CH:69]=[CH:70][C:71]1[CH:76]=[CH:75][CH:74]=[CH:73][N:72]=1)[CH2:59][CH:60]1[CH2:65][CH2:64][CH2:63][CH2:62][CH2:61]1.C(OC([N:88]1[CH:115]=[N:114][C:90]([CH2:91][C@@H:92]([C:111]([OH:113])=O)[NH:93][C:94](=[O:110])[C@@H:95]([CH2:103][C:104](=[O:109])[C:105]([CH3:108])([CH3:107])[CH3:106])[CH2:96][C:97]2[CH:102]=[CH:101][CH:100]=[CH:99][CH:98]=2)=[CH:89]1)=O)(C)(C)C>CO>[CH:60]1([CH2:59][C@H:58]([NH:57][C:111](=[O:113])[C@@H:92]([NH:93][C:94](=[O:110])[C@@H:95]([CH2:103][C:104](=[O:109])[C:105]([CH3:107])([CH3:106])[CH3:108])[CH2:96][C:97]2[CH:98]=[CH:99][CH:100]=[CH:101][CH:102]=2)[CH2:91][C:90]2[N:114]([C:22]([O:24][C:25]([CH3:28])([CH3:27])[CH3:26])=[O:23])[CH:115]=[N:88][CH:89]=2)[C@@H:66]([OH:80])[CH2:67][C@@H:68]([CH:77]([CH3:78])[CH3:79])/[CH:69]=[CH:70]/[C:71]2[CH:76]=[CH:75][CH:74]=[CH:73][N:72]=2)[CH2:65][CH2:64][CH2:63][CH2:62][CH2:61]1 |f:1.2|. Yields the product C1(CCCCC1)C[C@@H]([C@H](C[C@H](\C=C\C1=NC=CC=C1)C(C)C)O)NC([C@H](CC=1N(C=NC1)C(=O)OC(C)(C)C)NC([C@H](CC1=CC=CC=C1)CC(C(C)(C)C)=O)=O)=O ((S)-N-[(1S,2S,4S,E)-1-(Cyclohexylmethyl)-2-hydroxy-4-isopropyl-6-(2-pyridyl)-5-hexenyl]-α-[(R)-α- (3,3-dimethyl-2-oxobutyl)hydrocinnamamido]-3-t-butoxycarbonylimidazole-4-propionamide). Reported procedure: This compound was prepared in an analogous manner to that described above by reacting t-butyl (4S,5S)-4-(cyclohexylmethyl)-5-[(S)-2-formyl-3-methylbutyl]-2,2-dimethyl-3-oxazolidinecarboxylate with 2-pyridylmethyl-triphenylphosphonium iodide, cleaving off the Boc protecting group with simultaneous opening of the oxazolidine ring with hydrochloric acid in methanol and reacting the resulting (2S,3S,5S)-2-amino-1-cyclohexyl-5-isopropyl-7-(2-pyridyl)-6-hepten-3-ol with 1-(t-butoxycarbonyl)-N-[(R)-α-(... Run in CO (methanol). Starting materials: N[C@@H](CC1CCCCC1)[C@H](C[C@H](C=CC1=NC=CC=C1)C(C)C)O ((2S,3S,5S)-2-amino-1-cyclohexyl-5-isopropyl-7-(2-pyridyl)-6-hepten-3-ol), C1(CCCCC1)C[C@@H]1N(C(O[C@H]1C[C@@H](C(C)C)C=O)(C)C)C(=O)OC(C)(C)C (t-butyl (4S,5S)-4-(cyclohexylmethyl)-5-[(S)-2-formyl-3-methylbutyl]-2,2-dimethyl-3-oxazolidinecarboxylate), Cl (hydrochloric acid), [I-].N1=C(C=CC=C1)C[P+](C1=CC=CC=C1)(C1=CC=CC=C1)C1=CC=CC=C1 (2-pyridylmethyl-triphenylphosphonium iodide), Boc, C(C)(C)(C)OC(=O)N1C=C(C[C@H](NC([C@H](CC2=CC=CC=C2)CC(C(C)(C)C)=O)=O)C(=O)O)N=C1 (1-(t-butoxycarbonyl)-N-[(R)-α-(3,3-dimethyl-2-oxobutyl)hydrocinnamoyl]-L-histidine).